From a dataset of the Open Reaction Database (ORD), a public repository of structured organic reaction records. describe an organic reaction: reactants, conditions, products, and yield Reactants: C1(=CC=CC=C1)S(=O)(=O)C1=C(NC2=CC=C(C=C12)Cl)C(=O)O (3-phenylsulfonyl-5-chloroindole-2-carboxylic acid), CN1C=NC=C1CCN (3-methylhistamine). Yields the product CN1C=NC=C1CCNC(=O)C=1NC2=CC=C(C=C2C1S(=O)(=O)C1=CC=CC=C1)Cl (N-[2-(3-methylimidazol-4-yl)ethyl]-3-phenylsulfonyl-5-chloroindole-2-carboxamide). RXN SMILES: [C:1]1([S:7]([C:10]2[C:18]3[C:13](=[CH:14][CH:15]=[C:16]([Cl:19])[CH:17]=3)[NH:12][C:11]=2[C:20]([OH:22])=O)(=[O:9])=[O:8])[CH:6]=[CH:5][CH:4]=[CH:3][CH:2]=1.[CH3:23][N:24]1[C:28]([CH2:29][CH2:30][NH2:31])=[CH:27][N:26]=[CH:25]1>>[CH3:23][N:24]1[C:28]([CH2:29][CH2:30][NH:31][C:20]([C:11]2[NH:12][C:13]3[C:18]([C:10]=2[S:7]([C:1]2[CH:2]=[CH:3][CH:4]=[CH:5][CH:6]=2)(=[O:9])=[O:8])=[CH:17][C:16]([Cl:19])=[CH:15][CH:14]=3)=[O:22])=[CH:27][N:26]=[CH:25]1. Procedure: Reaction of 3-phenylsulfonyl-5-chloroindole-2-carboxylic acid with 3-methylhistamine under the conditions of Example 37 gave the title compound, mp 257°-258.5° C.